From a dataset of the Open Reaction Database (ORD), a public repository of structured organic reaction records. describe an organic reaction: reactants, conditions, products, and yield Reactants: C1(=CC=CC=C1)P(C1=CC=CC=C1)C1=CC=CC=C1 (triphenylphosphine), C(C)(C)(C)C1=NN(C(=C1OC=1C=C(C=C(C#N)C1)C#N)C)CCO (5-{[3-tert-Butyl-1-(2-hydroxyethyl)-5-methyl-1H-pyrazol-4-yl]oxy}isophthalonitrile), C1(=CC=CC=C1)P(C1=CC=CC=C1)C1=CC=CC=C1 (triphenylphosphine), CCOC(=O)/N=N/C(=O)OCC (diethylazodicarboxylate), O (Water), C1(=CC=CC=C1)P(=O)(C1=CC=CC=C1)N=[N+]=[N-] (Diphenylphosphorylazide). Solvent: O1CCCC1 (tetrahydrofuran), O1CCCC1 (tetrahydrofuran). Conditions: time 18 hour. Product: N (ammonia), NCCN1N=C(C(=C1C)OC=1C=C(C=C(C#N)C1)C#N)C(C)(C)C (5-{[1-(2-Aminoethyl)-3-tert-butyl-5-methyl-1H-pyrazol-4-yl]oxy}isophthalonitrile). Isolated yield 30.9%. RXN SMILES: C1(P([N:15]=[N+]=[N-])(C2C=CC=CC=2)=O)C=CC=CC=1.[C:18]([C:22]1[C:26]([O:27][C:28]2[CH:29]=[C:30]([C:36]#[N:37])[CH:31]=[C:32]([CH:35]=2)[C:33]#[N:34])=[C:25]([CH3:38])[N:24]([CH2:39][CH2:40]O)[N:23]=1)([CH3:21])([CH3:20])[CH3:19].C1(P(C2C=CC=CC=2)C2C=CC=CC=2)C=CC=CC=1.CCOC(/[N:66]=N/C(OCC)=O)=O.O>O1CCCC1>[NH3:15].[NH2:66][CH2:40][CH2:39][N:24]1[C:25]([CH3:38])=[C:26]([O:27][C:28]2[CH:29]=[C:30]([C:36]#[N:37])[CH:31]=[C:32]([CH:35]=2)[C:33]#[N:34])[C:22]([C:18]([CH3:21])([CH3:20])[CH3:19])=[N:23]1. Procedure: Diphenylphosphorylazide (305 mg, 1.10 mmol) was dissolved in tetrahydrofuran (5 ml) and added to a solution of the pyrazole from Example 157 (180 mg, 0.55 mmol), triphenylphosphine (291 mg, 1.10 mmol) and diethylazodicarboxylate (193 mg, 1.10 mmol) in tetrahydrofuran (20 ml) under nitrogen at room temperature. The reaction was stirred for 18 hours then triphenylphosphine (291 mg, 1.10 mmol) was added, and the reaction was stirred for a further 18 hours. Water (180 μl, 10.0 mmol) was then added a...